The task is: describe an organic reaction: reactants, conditions, products, and yield. This data is from the Open Reaction Database (ORD), a public repository of structured organic reaction records. The reactants are CC1=C(N)C(=CC=C1)C (2,6-dimethylaniline), C(C)(=O)OC(C)=O (acetic anhydride). The product is CC1=C(C(=CC=C1)C)NC(C)=O (N-(2,6-dimethylphenyl) acetamide). RXN SMILES: [CH3:1][C:2]1[CH:8]=[CH:7][CH:6]=[C:5]([CH3:9])[C:3]=1[NH2:4].[C:10](OC(=O)C)(=[O:12])[CH3:11]>>[CH3:1][C:2]1[CH:8]=[CH:7][CH:6]=[C:5]([CH3:9])[C:3]=1[NH:4][C:10](=[O:12])[CH3:11]. Procedure: reacting 2,6-dimethylaniline with acetic anhydride to form N-(2,6-dimethylphenyl) acetamide, Reactants: [N+](=O)([O-])C=1N=C2O[C@@H](CCN2C1)COC1=CC=C(C=C1)N1CCC(CC1)NC1=CC=C(C=C1)OCC1=CC=C(C=C1)OC(F)(F)F (N-{1-[4-((S)-2-Nitro-6,7-dihydro-5H-imidazo[2,1-b][1,3]oxazin-7-ylmethoxy)phenyl]piperidin-4-yl}-N-[4-(4-trifluoromethoxybenzyloxy)phenyl]amine), C=O (formaldehyde), C(C)(=O)O[BH-](OC(C)=O)OC(C)=O.[Na+] (sodium triacetoxyborohydride), C=O (formaldehyde), C(C)(=O)O[BH-](OC(C)=O)OC(C)=O.[Na+] (sodium triacetoxyborohydride), C(O)([O-])=O.[Na+] (sodium hydrogen carbonate). Run in ClCCCl (1,2-dichloroethane). Conditions: time 8 hour. Product: CN(C1=CC=C(C=C1)OCC1=CC=C(C=C1)OC(F)(F)F)C1CCN(CC1)C1=CC=C(C=C1)OC[C@@H]1CCN2C(O1)=NC(=C2)[N+](=O)[O-] (N-methyl-N-{1-[4-((S)-2-nitro-6,7-dihydro-5H-imidazo[2,1-b][1,3]oxazin-7-ylmethoxy)phenyl]piperidin-4-yl}-N-[4-(4-trifluoromethoxybenzyloxy)phenyl]amine). Isolated yield 42.4%. As a reaction SMILES: [N+:1]([C:4]1[N:5]=[C:6]2[N:11]([CH:12]=1)[CH2:10][CH2:9][C@@H:8]([CH2:13][O:14][C:15]1[CH:20]=[CH:19][C:18]([N:21]3[CH2:26][CH2:25][CH:24]([NH:27][C:28]4[CH:33]=[CH:32][C:31]([O:34][CH2:35][C:36]5[CH:41]=[CH:40][C:39]([O:42][C:43]([F:46])([F:45])[F:44])=[CH:38][CH:37]=5)=[CH:30][CH:29]=4)[CH2:23][CH2:22]3)=[CH:17][CH:16]=1)[O:7]2)([O-:3])=[O:2].C=O.[C:49](O[BH-](OC(=O)C)OC(=O)C)(=O)C.[Na+].C(=O)([O-])O.[Na+]>ClCCCl>[CH3:49][N:27]([CH:24]1[CH2:23][CH2:22][N:21]([C:18]2[CH:17]=[CH:16][C:15]([O:14][CH2:13][C@H:8]3[O:7][C:6]4=[N:5][C:4]([N+:1]([O-:3])=[O:2])=[CH:12][N:11]4[CH2:10][CH2:9]3)=[CH:20][CH:19]=2)[CH2:26][CH2:25]1)[C:28]1[CH:33]=[CH:32][C:31]([O:34][CH2:35][C:36]2[CH:37]=[CH:38][C:39]([O:42][C:43]([F:46])([F:45])[F:44])=[CH:40][CH:41]=2)=[CH:30][CH:29]=1 |f:2.3,4.5|. Procedure details: N-{1-[4-((S)-2-Nitro-6,7-dihydro-5H-imidazo[2,1-b][1,3]oxazin-7-ylmethoxy)phenyl]piperidin-4-yl}-N-[4-(4-trifluoromethoxybenzyloxy)phenyl]amine (0.30 g) was suspended in 1,2-dichloroethane (2 ml). A 37% formaldehyde aqueous solution (0.362 ml) and sodium triacetoxyborohydride (149 mg) were added to the suspension and stirred at room temperature overnight. A 37% formaldehyde aqueous solution (0.362 ml) and sodium triacetoxyborohydride (149 mg) were further added thereto and stirred at room temper... Yield: 66.2%. The product is C1(=CC=CC=C1)C1=CC=CC=C1 (biphenyl). RXN SMILES: Br[C:2]1[CH:7]=[CH:6][CH:5]=[CH:4][CH:3]=1.C([O-])=O.[Na+].[OH-].[Na+]>[Br-].C([N+](C)(C)C)CCCCCCCCCCCCCCC.[Pd].O>[C:2]1([C:2]2[CH:7]=[CH:6][CH:5]=[CH:4][CH:3]=2)[CH:7]=[CH:6][CH:5]=[CH:4][CH:3]=1 |f:1.2,3.4,5.6|. Solvent: O (water). The reactants are BrC1=CC=CC=C1 (Bromobenzene), C(=O)[O-].[Na+] (sodium formate), [OH-].[Na+] (sodium hydroxide), C(=O)[O-].[Na+] (Sodium formate). The reagents and catalysts are [Br-].C(CCCCCCCCCCCCCCC)[N+](C)(C)C (cetyltrimethylammonium bromide), [Pd] (palladium on charcoal). Procedure details: Bromobenzene (15.7 parts), cetyltrimethylammonium bromide (4.0 parts), 3% palladium on charcoal (50% paste; 2.0 parts), sodium formate (6.8 parts) and sodium hydroxide liquor (32%; 27 parts) in water (60 parts) are stirred at the boil under reflux for 4 hours. Sodium formate (6.8 parts) is then added and the mixture held at the boil under reflux for a further 18 hours. The mixture is then steam distilled. The steam distillate is extracted with chloroform (3 × 50 parts) and then the extract dried... Reactants: C(C=C)OC1=C(C=C(C=C1)CCl)C (1-allyloxy-4-chloromethyl-2-methyl-benzene), N1(N=NC=C1)CCO (2-(1H-[1,2,3]-triazol-1-yl)-ethanol), CN(C)C=O (DMF), [H-].[Na+] (Sodium hydride). Reaction conditions: time 5 hour. Yields the product C(C=C)OC1=CC(=C(COCCN2N=NC=C2)C=C1)C (1-[2-(4-Allyloxy-2-methyl-benzyloxy)-ethyl]-1H-[1,2,3]triazole). Yield: 86.0%. Reaction SMILES: [H-].[Na+].[CH2:3]([O:6][C:7]1[CH:12]=[CH:11][C:10]([CH2:13]Cl)=[CH:9][C:8]=1C)[CH:4]=[CH2:5].[N:16]1([CH2:21][CH2:22][OH:23])[CH:20]=[CH:19][N:18]=[N:17]1.[CH3:24]N(C=O)C>>[CH2:3]([O:6][C:7]1[CH:8]=[CH:9][C:10]([CH2:13][O:23][CH2:22][CH2:21][N:16]2[CH:20]=[CH:19][N:18]=[N:17]2)=[C:11]([CH3:24])[CH:12]=1)[CH:4]=[CH2:5] |f:0.1|. Reported procedure: 1.122 g (46.7 mmol) 95% Sodium hydride were given at −50° C. to a solution of 5.630 g (31.2 mmol) 1-allyloxy-4-chloromethyl-2-methyl-benzene and 3.525 g (31.2 mmol) 2-(1H-[1,2,3]-triazol-1-yl)-ethanol in DMF. The mixture was allowed to warm slowly to r. t., stirred for 5 hours. The mixture was concentrated in vacuo and the residue was partitioned between ethyl acetate and water. The organic layer was dried over Na2SO4 and the solvent was distilled off under reduced pressure to yield 7.30 g (86%)... As a reaction SMILES: [CH3:1][C:2]1[CH:6]=[C:5]([C:7]2[CH:12]=[CH:11][C:10]([CH3:13])=[CH:9][CH:8]=2)[S:4][C:3]=1[C:14]([OH:16])=O.[CH2:17]=O.S(Cl)(Cl)=O.[CH3:23][N:24]([CH3:35])[CH2:25][CH2:26][O:27][C:28]1[CH:33]=[CH:32][C:31]([NH2:34])=[CH:30][CH:29]=1>>[CH3:23][N:24]([CH3:35])[CH2:25][CH2:26][O:27][C:28]1[CH:33]=[CH:32][C:31]([N:34]2[CH2:17][CH2:1][C:2]3[CH:6]=[C:5]([C:7]4[CH:8]=[CH:9][C:10]([CH3:13])=[CH:11][CH:12]=4)[S:4][C:3]=3[C:14]2=[O:16])=[CH:30][CH:29]=1. Procedure: Firstly 3-methyl-5-p-tolylthiophene-2-carboxylic acid was reacted with paraformaldehyde by method C1, and then the product was treated with thionyl chloride by method B. The resulting dichloride was finally reacted with 4-(2-dimethylaminoethoxy)phenylamine by method A. The product with the molecular weight of 406.55 (C24H26N2O2S) was obtained in this way; MS (ESI): 407 (M+H+). Product: CN(CCOC1=CC=C(C=C1)N1C(C2=C(CC1)C=C(S2)C2=CC=C(C=C2)C)=O)C (6-[4-(2-Dimethylaminoethoxy)phenyl]-2-p-tolyl-5,6-dihydro-4H-thieno[2,3-c]pyridin-7-one). The reactants are CC1=C(SC(=C1)C1=CC=C(C=C1)C)C(=O)O (3-methyl-5-p-tolylthiophene-2-carboxylic acid), C=O (paraformaldehyde), dichloride, CN(CCOC1=CC=C(C=C1)N)C (4-(2-dimethylaminoethoxy)phenylamine), S(=O)(Cl)Cl (thionyl chloride). The reactants are COc1cccc(Br)c1, COc1c(F)cccc1-c1cccc(-n2cnc(C(=O)N(C)OC)c2)c1. The product is COc1cccc(C(=O)c2cn(-c3cccc(-c4cccc(F)c4OC)c3)cn2)c1. RXN SMILES: [Br:27][c:28]1[cH:29][c:30]([O:34][CH3:35])[cH:31][cH:32][cH:33]1.[CH3:1][O:2][N:3]([C:4](=[O:5])[c:6]1[n:7][cH:8][n:9](-[c:11]2[cH:12][c:13](-[c:17]3[c:18]([O:24][CH3:25])[c:19]([F:23])[cH:20][cH:21][cH:22]3)[cH:14][cH:15][cH:16]2)[cH:10]1)[CH3:26]>>[C:4](=[O:5])([c:6]1[n:7][cH:8][n:9](-[c:11]2[cH:12][c:13](-[c:17]3[c:18]([O:24][CH3:25])[c:19]([F:23])[cH:20][cH:21][cH:22]3)[cH:14][cH:15][cH:16]2)[cH:10]1)[c:28]1[cH:29][c:30]([O:34][CH3:35])[cH:31][cH:32][cH:33]1. Reactants: OC1=C(C=O)C=C(C=C1)C (2-hydroxy-5-methylbenzaldehyde), C(C(=O)C1=CC=CC=C1)Br (phenacyl bromide), O (water). The solvent is C(C)O (ethanol). Run at temperature 80 celsius, time 1 hour. Product: C(C1=CC=CC=C1)(=O)C=1OC2=C(C1)C=C(C=C2)C (2-benzoyl-5-methylbenzofuran). Isolated yield 87.4%. As a reaction SMILES: [OH:1][C:2]1[CH:9]=[CH:8][C:7]([CH3:10])=[CH:6][C:3]=1[CH:4]=O.[CH2:11](Br)[C:12]([C:14]1[CH:19]=[CH:18][CH:17]=[CH:16][CH:15]=1)=[O:13].O>C(O)C>[C:12]([C:11]1[O:1][C:2]2[CH:9]=[CH:8][C:7]([CH3:10])=[CH:6][C:3]=2[CH:4]=1)(=[O:13])[C:14]1[CH:19]=[CH:18][CH:17]=[CH:16][CH:15]=1. Procedure details: To a solution of 2-hydroxy-5-methylbenzaldehyde (1 g) and phenacyl bromide (1.06 g) in ethanol (10 ml) potassium carbonate (2.03 g) was added. The mixture was stirred at 80° C. for 1 h. Then the reaction mixture was poured into water (50 ml) and extracted with dichloromethane (3×20 ml). The combined organic layers were washed with brine (20 ml), dried (MgSO4), and concentrated under reduced pressure. The crude was purified by flash chromatography on silica gel (hexane/ethyl acetate 12:1) to give... The reactants are O1COC2=C1C=CC(=C2)C2(CC2)C(=O)O (1-Benzo[1,3]dioxol-5-yl-cyclopropanecarboxylic acid), S(=O)(Cl)Cl (Thionyl chloride), CN(C=O)C (N,N-dimethylformamide), N1=C(C=CC=C1)N (pyridin-2-amine). The solvent is N1=CC=CC=C1 (pyridine). Conditions: time 10 minute. Product: O1COC2=C1C=CC(=C2)C2(CC2)C(=O)NC2=NC=CC=C2 (1-(benzo[d][1,3]dioxol-5-yl)-N-(pyridin-2-yl)cyclopropanecarboxamide). Isolated yield 10.5%. Reaction SMILES: [O:1]1[C:5]2[CH:6]=[CH:7][C:8]([C:10]3([C:13]([OH:15])=O)[CH2:12][CH2:11]3)=[CH:9][C:4]=2[O:3][CH2:2]1.S(Cl)(Cl)=O.CN(C)C=O.[N:25]1[CH:30]=[CH:29][CH:28]=[CH:27][C:26]=1[NH2:31]>N1C=CC=CC=1>[O:1]1[C:5]2[CH:6]=[CH:7][C:8]([C:10]3([C:13]([NH:31][C:26]4[CH:27]=[CH:28][CH:29]=[CH:30][N:25]=4)=[O:15])[CH2:11][CH2:12]3)=[CH:9][C:4]=2[O:3][CH2:2]1. Procedure details: 1-Benzo[1,3]dioxol-5-yl-cyclopropanecarboxylic acid (41 mg, 0.20 mmol) was placed in an oven-dried flask under nitrogen. Thionyl chloride (0.3 mL) and N,N-dimethylformamide (0.03 mL) were added and the solution was allowed to stir for 10 minutes at room temperature. The excess thionyl chloride was removed under vacuum and the resulting solid was suspended in anhydrous pyridine (1 mL). This solution was then slowly added to a solution of pyridin-2-amine (19 mg, 0.20 mmol) in anhydrous pyridine (1...